This data is from the Open Reaction Database (ORD), a public repository of structured organic reaction records. The task is: describe an organic reaction: reactants, conditions, products, and yield Reactants: Cc1noc(-c2ccc(-c3ccc(C4(C(=O)NS(C)(=O)=O)CC4)cc3)cc2)c1NC(=O)OC(C)(C)C, CCOC(C)=O, ClCCl, O=C(O)C(F)(F)F, [Na+], O=C([O-])O. The product is Cc1noc(-c2ccc(-c3ccc(C4(C(=O)NS(C)(=O)=O)CC4)cc3)cc2)c1N. As a reaction SMILES: [C:1]([O:2][C:3](=[O:4])[NH:7][c:8]1[c:9]([CH3:35])[n:10][o:11][c:12]1-[c:13]1[cH:14][cH:15][c:16](-[c:19]2[cH:20][cH:21][c:22]([C:25]3([C:28](=[O:29])[NH:30][S:31](=[O:32])(=[O:33])[CH3:34])[CH2:26][CH2:27]3)[cH:23][cH:24]2)[cH:17][cH:18]1)([CH3:5])([CH3:6])[CH3:36].[CH3:44][CH2:45][O:46][C:47]([CH3:48])=[O:49].[Cl:55][CH2:56][Cl:57].[F:37][C:38]([F:39])([F:40])[C:41]([OH:42])=[O:43].[Na+:54].[O-:50][C:51]([OH:52])=[O:53]>>[NH2:7][c:8]1[c:9]([CH3:35])[n:10][o:11][c:12]1-[c:13]1[cH:14][cH:15][c:16](-[c:19]2[cH:20][cH:21][c:22]([C:25]3([C:28](=[O:29])[NH:30][S:31](=[O:32])(=[O:33])[CH3:34])[CH2:26][CH2:27]3)[cH:23][cH:24]2)[cH:17][cH:18]1. The reactants are C(C)NC(C)O (ethylaminoethanol), C1CCOC1 (THF), C(C)(=O)OC1(CCCCC1)C#C (1-ethynylcyclohexyl acetate). Reagents/catalysts: Cl[Cu] (CuCl). Reaction conditions: time 3 hour. Product: C(C)N(CCO)C1(CCCCC1)C#C (2-[Ethyl-(1-ethynyl-cyclohexyl)-amino]-ethanol). As a reaction SMILES: [CH2:1]([NH:3][CH:4](O)[CH3:5])[CH3:2].C(O[C:11]1([C:17]#[CH:18])[CH2:16][CH2:15][CH2:14][CH2:13][CH2:12]1)(=O)C.C1C[O:22]CC1>Cl[Cu]>[CH2:1]([N:3]([C:11]1([C:17]#[CH:18])[CH2:16][CH2:15][CH2:14][CH2:13][CH2:12]1)[CH2:4][CH2:5][OH:22])[CH3:2]. Reported procedure: To 1.17 ml (12 mmol) ethylaminoethanol in 8 ml THF were added 29.8 mg (0.3 mmol) CuCl, followed by 1 g (6.02 mmol) 1-ethynylcyclohexyl acetate. The solution was stirred at RT for 3 h, the solvent was removed and the residue dissolved in ether/2M HCl. The phases were separated, and after addition of NaOH (pH 1) to the aqueous phase, it was extracted with ether. The ether phase was dried over Na2SO4 and concentrated. Distillation by Kugelrohr yielded 2-[Ethyl-(1-ethynyl-cyclohexyl)-amino]-ethanol ... RXN SMILES: [CH3:1][C:2]1[CH:16]=[CH:15][C:5]([CH:6](O)[C:7]2[CH:12]=[CH:11][CH:10]=[CH:9][C:8]=2[OH:13])=[CH:4][CH:3]=1.C(O)(C(F)(F)F)=O>CO.[Pd]>[CH3:1][C:2]1[CH:3]=[CH:4][C:5]([CH2:6][C:7]2[CH:12]=[CH:11][CH:10]=[CH:9][C:8]=2[OH:13])=[CH:15][CH:16]=1. Procedure details: To a solution of crude Part A 4-methyl-2′-hydroxybenzhydrol (9.7 g containing no more than 40 mmol) in 175 mL of MeOH was added 0.59 g of 10% Pd/C and 1.75 mL of TFA. The suspension was stirred for 40 hr under 1 atmos. H2, filtered through celite and concentrated to yield 8.6 of crude 2-(4′-methylbenzyl)phenol as an oil. Reagents/catalysts: [Pd] (Pd/C). The solvent is CO (MeOH). Reactants: CC1=CC=C(C(C2=C(C=CC=C2)O)O)C=C1 (4-methyl-2′-hydroxybenzhydrol), C(=O)(C(F)(F)F)O (TFA). Conditions: time 40 hour. Product: CC1=CC=C(CC2=C(C=CC=C2)O)C=C1 (2-(4′-methylbenzyl)phenol).